The task is: describe an organic reaction: reactants, conditions, products, and yield. This data is from the Open Reaction Database (ORD), a public repository of structured organic reaction records. Reactants: O (water), CN[C@H]1CN(CC1)C=1C2=C(N=CN1)NC=C2 ((R)—N-methyl-1-(7H-pyrrolo[2,3-d]pyrimidin-4-yl)pyrrolidin-3-amine), FC=1C=C(C#N)C=CC1F (3,4-difluorobenzonitrile), CCN(C(C)C)C(C)C (DIPEA). Run in CS(=O)C (DMSO). Run at temperature 90 celsius, time 8 hour. Product: N1=CN=C(C2=C1NC=C2)N2CC(CC2)C2=C(C(=C(C#N)C=C2)NC)F ((1-(7H-pyrrolo[2,3-d]pyrimidin-4-yl)pyrrolidin-3-yl)(methyl)amino-3-fluorobenzonitrile). The yield is 52.2%. RXN SMILES: CN[C@@H:3]1[CH2:7][CH2:6][N:5]([C:8]2[C:9]3[CH:16]=[CH:15][NH:14][C:10]=3[N:11]=[CH:12][N:13]=2)[CH2:4]1.[F:17][C:18]1[CH:19]=[C:20]([CH:23]=[CH:24][C:25]=1F)[C:21]#[N:22].C[CH2:28][N:29](C(C)C)C(C)C.O>CS(C)=O>[N:11]1[C:10]2[NH:14][CH:15]=[CH:16][C:9]=2[C:8]([N:5]2[CH2:6][CH2:7][CH:3]([C:25]3[CH:24]=[CH:23][C:20]([C:21]#[N:22])=[C:19]([NH:29][CH3:28])[C:18]=3[F:17])[CH2:4]2)=[N:13][CH:12]=1. Procedure details: A mixture of (R)—N-methyl-1-(7H-pyrrolo[2,3-d]pyrimidin-4-yl)pyrrolidin-3-amine (0.50 g, 2.3 mmol), 3,4-difluorobenzonitrile (0.48 g, 3.45 mmol) and DIPEA (0.59 g, 4.6 mmol) in DMSO (10 mL) was stirred at 90° C. for overnight. The mixture was poured into water (50 mL) and extracted with ethyl acetate (2×50 mL). The combined extracts was washed with brine (2×50 mL), dried over anhydrous Na2SO4, filtered, and concentrated under reduced pressure. The residue was purified by chromatography to give t... The reactants are C(C)(=O)OCC1=C(C=CC=C1)C1=NOC(=C1)C1=CC=CC=C1 (o-(5-phenyl-3-isoxazolyl)benzyl acetate), [OH-].[Na+] (sodium hydroxide). The solvent is C(C)O (ethanol). The product is C1(=CC=CC=C1)C1=CC(=NO1)C1=C(CO)C=CC=C1 (o-(5-phenyl-3-isoxazolyl) benzyl alcohol). Reaction SMILES: C([O:4][CH2:5][C:6]1[CH:11]=[CH:10][CH:9]=[CH:8][C:7]=1[C:12]1[CH:16]=[C:15]([C:17]2[CH:22]=[CH:21][CH:20]=[CH:19][CH:18]=2)[O:14][N:13]=1)(=O)C.[OH-].[Na+]>C(O)C>[C:17]1([C:15]2[O:14][N:13]=[C:12]([C:7]3[CH:8]=[CH:9][CH:10]=[CH:11][C:6]=3[CH2:5][OH:4])[CH:16]=2)[CH:22]=[CH:21][CH:20]=[CH:19][CH:18]=1 |f:1.2|. Procedure: A mixture of o-(5-phenyl-3-isoxazolyl)benzyl acetate, 35.2 ml. (0.352 mole) of 1 N sodium hydroxide solution and 95 ml. of ethanol is stirred for 4 days at room temperature. The ethanol is removed in vacuo and the aqueous material extracted with methylene chloride. The methylene chloride is washed with water, dried over anhydrous magnesium sulfate, filtered and evaporated in vacuo. The residue is crystallized from ether/petroleum ether to give o-(5-phenyl-3-isoxazolyl) benzyl alcohol; m.p. 68° t... Starting materials: ClC1=CC=C(C=C1)CC(=O)O (2-(4-chlorophenyl)acetic acid), CC1(OC(CC(O1)=O)=O)C (2,2-dimethyl-1,3-dioxane-4,6-dione). The product is ClC1=CC=C(C=C1)CC(CC(=O)OCC)=O (ethyl 4-(4-chlorophenyl)-3-oxobutanoate). The yield is 43.0%. Reaction SMILES: [Cl:1][C:2]1[CH:7]=[CH:6][C:5]([CH2:8][C:9]([OH:11])=O)=[CH:4][CH:3]=1.[CH3:12][C:13]1(C)[O:18]C(=O)[CH2:16][C:15](=O)[O:14]1>>[Cl:1][C:2]1[CH:3]=[CH:4][C:5]([CH2:8][C:9](=[O:11])[CH2:12][C:13]([O:14][CH2:15][CH3:16])=[O:18])=[CH:6][CH:7]=1. Reported procedure: The title compound was prepared in 43% yield from 2-(4-chlorophenyl)acetic acid and 2,2-dimethyl-1,3-dioxane-4,6-dione according to the procedure for the preparation of Example 162, part A. The reactants are O (water), [OH-].[Na+] (sodium hydroxide), O (water), suspension, [H-].[Al+3].[Li+].[H-].[H-].[H-] (lithium aluminum hydride), solution, C(C)(C)(C)C1=CC=C(C=C1)C1N(C(C2=CC(=CC=C2C1)C(C)C)=O)C (3-(4-tert-butylphenyl)-7-isopropyl-2-methyl-1,2,3,4-tetrahydroisoquinoline-1-one). Solvent: C1CCOC1 (THF), C1CCOC1 (THF). The product is C(C)(C)(C)C1=CC=C(C=C1)C1N(CC2=CC(=CC=C2C1)C(C)C)C (3-(4-tert-butylphenyl)-7-isopropyl-2-methyl-l,2,3,4-tetrahydroisoquinoline). The yield is 93.4%. As a reaction SMILES: [H-].[Al+3].[Li+].[H-].[H-].[H-].[C:7]([C:11]1[CH:16]=[CH:15][C:14]([CH:17]2[CH2:26][C:25]3[C:20](=[CH:21][C:22]([CH:27]([CH3:29])[CH3:28])=[CH:23][CH:24]=3)[C:19](=O)[N:18]2[CH3:31])=[CH:13][CH:12]=1)([CH3:10])([CH3:9])[CH3:8].O.[OH-].[Na+]>C1COCC1>[C:7]([C:11]1[CH:12]=[CH:13][C:14]([CH:17]2[CH2:26][C:25]3[C:20](=[CH:21][C:22]([CH:27]([CH3:28])[CH3:29])=[CH:23][CH:24]=3)[CH2:19][N:18]2[CH3:31])=[CH:15][CH:16]=1)([CH3:10])([CH3:9])[CH3:8] |f:0.1.2.3.4.5,8.9|. Reported procedure: To 30 ml of a suspension containing 0.58 g of lithium aluminum hydride in THF, 20 ml of a solution containing 2.57 g of 3-(4-tert-butylphenyl)-7-isopropyl-2-methyl-1,2,3,4-tetrahydroisoquinoline-1-one in THF was added and the resulting mixture was heated to reflux for 15 hours. After the reaction, 0.58 g of water, 0.58 g of 15% aqueous sodium hydroxide solution and 1.8 g of water were sequentially added in the order mentioned while cooling the mixture in ice and the generated precipitates were r... Starting materials: C1(=CC=C(C=C1)N=C=O)N=C=O (1,4-Phenylene diisocyanate), C(C)C(CC)NO (N-(1-ethylpropyl)hydroxylamine). The solvent is ClCCl (dichloromethane). Product: C1(=CC=C(C=C1)NC(=O)N(O)C(CC)CC)NC(=O)N(C(CC)CC)O (1,1'-(p-Phenylene)bis(3-hydroxy-3-(1-ethylpropyl)urea)). Yield: 62.8%. As a reaction SMILES: [C:1]1([N:10]=[C:11]=[O:12])[CH:6]=[CH:5][C:4]([N:7]=[C:8]=[O:9])=[CH:3][CH:2]=1.[CH2:13]([CH:15]([NH:18][OH:19])[CH2:16][CH3:17])[CH3:14]>ClCCl>[C:1]1([NH:10][C:11]([N:18]([OH:19])[CH:15]([CH2:16][CH3:17])[CH2:13][CH3:14])=[O:12])[CH:2]=[CH:3][C:4]([NH:7][C:8]([N:18]([CH:15]([CH2:16][CH3:17])[CH2:13][CH3:14])[OH:19])=[O:9])=[CH:5][CH:6]=1. Reported procedure: The same general procedure as reported in Example 13 was followed. 1,4-Phenylene diisocyanate (3.2 g, 20 mmol), N-(1-ethylpropyl)hydroxylamine (4.3 g, 42 mmol), and dichloromethane (200 ml) were combined. The product formed as a precipitate. Purification by recrystallization from N,N-dimethylformamide.backslash.water yielded 4.6 g of the desired product as a white powder: MP: 202.0° C. (decomp); 1H NMR (300 MHz, DMSO): δ 9.13 (s, 2H), 8.72 (s, 2H), 7.44 (s, 4H), 3.96-3.87 (septet, J=4.7 Hz, 2H),... Starting materials: CCCc1c(CNC)ccc2ccccc12, CNCc1c(C)oc2ccccc12, Cl, O=C(O)C=Cc1cnc2c(c1)CN(CCN1CCOCC1)C(=O)N2. Product: Cc1oc2ccccc2c1CN(C)C(=O)C=Cc1cnc2c(c1)CN(CCN1CCOCC1)C(=O)N2, Cl. Reaction SMILES: [CH3:14][NH:15][CH2:16][c:17]1[cH:18][cH:19][c:20]2[c:21]([cH:22][cH:23][cH:24][cH:25]2)[c:26]1[CH2:27][CH2:28][CH3:29].[CH3:1][NH:2][CH2:3][c:4]1[c:5]([CH3:13])[o:6][c:7]2[c:8]1[cH:9][cH:10][cH:11][cH:12]2.[ClH:30].[O:31]1[CH2:32][CH2:33][N:34]([CH2:37][CH2:38][N:39]2[C:40](=[O:54])[NH:41][c:42]3[c:43]([cH:45][c:46]([CH:49]=[CH:50][C:51](=[O:52])[OH:53])[cH:47][n:48]3)[CH2:44]2)[CH2:35][CH2:36]1>>[CH3:1][N:2]([CH2:3][c:4]1[c:5]([CH3:13])[o:6][c:7]2[c:8]1[cH:9][cH:10][cH:11][cH:12]2)[C:51]([CH:50]=[CH:49][c:46]1[cH:45][c:43]2[c:42]([n:48][cH:47]1)[NH:41][C:40](=[O:54])[N:39]([CH2:38][CH2:37][N:34]1[CH2:33][CH2:32][O:31][CH2:36][CH2:35]1)[CH2:44]2)=[O:52].[ClH:30].